This data is from the Open Reaction Database (ORD), a public repository of structured organic reaction records. The task is: describe an organic reaction: reactants, conditions, products, and yield The reactants are COc1ccccc1COCCCOc1ccc(C2C(CO)CN(C(=O)OC(C)(C)C)CC2OCc2cc(OC)c3ccccc3c2)cc1, CO, Cl. The product is COc1ccccc1COCCCOc1ccc(C2C(CO)CNCC2OCc2cc(OC)c3ccccc3c2)cc1. As a reaction SMILES: [C:2]([O:3][C:4](=[O:5])[N:9]1[CH2:10][CH:11]([CH2:49][OH:50])[CH:12]([c:29]2[cH:30][cH:31][c:32]([O:35][CH2:36][CH2:37][CH2:38][O:39][CH2:40][c:41]3[c:42]([O:47][CH3:48])[cH:43][cH:44][cH:45][cH:46]3)[cH:33][cH:34]2)[CH:13]([O:15][CH2:16][c:17]2[cH:18][c:19]3[cH:20][cH:21][cH:22][cH:23][c:24]3[c:25]([O:27][CH3:28])[cH:26]2)[CH2:14]1)([CH3:6])([CH3:7])[CH3:8].[CH3:51][OH:52].[ClH:1]>>[NH:9]1[CH2:10][CH:11]([CH2:49][OH:50])[CH:12]([c:29]2[cH:30][cH:31][c:32]([O:35][CH2:36][CH2:37][CH2:38][O:39][CH2:40][c:41]3[c:42]([O:47][CH3:48])[cH:43][cH:44][cH:45][cH:46]3)[cH:33][cH:34]2)[CH:13]([O:15][CH2:16][c:17]2[cH:18][c:19]3[cH:20][cH:21][cH:22][cH:23][c:24]3[c:25]([O:27][CH3:28])[cH:26]2)[CH2:14]1.